Dataset: the Open Reaction Database (ORD), a public repository of structured organic reaction records. Task: describe an organic reaction: reactants, conditions, products, and yield Starting materials: C(C)(=O)N1CCC(CC1)CCO (2-(1-acetylpiperidin-4-yl)ethanol), [Cl-].C[NH2+]C (dimethylammonium chloride), C=O (formaldehyde). Product: C(C)(=O)N1CCC(CC1)C(C=O)=C (2-(1-acetylpiperidin-4-yl)propenal). As a reaction SMILES: [C:1]([N:4]1[CH2:9][CH2:8][CH:7]([CH2:10][CH2:11][OH:12])[CH2:6][CH2:5]1)(=[O:3])[CH3:2].[Cl-].[CH3:14][NH2+]C.C=O>>[C:1]([N:4]1[CH2:5][CH2:6][CH:7]([C:10](=[CH2:14])[CH:11]=[O:12])[CH2:8][CH2:9]1)(=[O:3])[CH3:2] |f:1.2|. Reported procedure: 3.95 g (23.3 mmol) of 2-(1-acetylpiperidin-4-yl)ethanol, 2.12 g (26.3 mmol) of dimethylammonium chloride and 3 ml (40 mmol) of 37% formaldehyde solution are heated at 110° C. for 2 hours with stirring. The mixture is allowed to cool and is extracted several times with diethyl ether. The organic phases are combined, washed with saturated sodium chloride solution, dried over sodium sulfate, filtered and concentrated to dryness by evaporation. 2-(1-acetylpiperidin-4-yl)propenal is obtained in the f...